Dataset: the Open Reaction Database (ORD), a public repository of structured organic reaction records. Task: describe an organic reaction: reactants, conditions, products, and yield The yield is 22.6%. Run at time 2 hour. Reactants: C(C)(=O)NC1=C(C=C(C=O)C=C1)OC (4-acetamido-3-methoxybenzaldehyde), C1(=CC=CC=C1)P(C1=CC=CC=C1)(C1=CC=CC=C1)=CC(=O)OC (methyl (triphenylphosphoranylidene)acetate), O (water). Procedure details: To a solution of 4-acetamido-3-methoxybenzaldehyde (388 mg) in tetrahydrofuran (10 ml) was added methyl (triphenylphosphoranylidene)acetate (739 mg), and the mixture was stirred for 2 hours at ambient temperature. The mixture was poured into water and extracted with ethyl acetate. The organic layer was washed with water and brine, dried over magnesium sulfate and concentrated in vacuo. The residue was purified by column chromatography on silica gel (chloroform:methanol=30:1, V/V) to give methyl ... Run in O1CCCC1 (tetrahydrofuran). As a reaction SMILES: [C:1]([NH:4][C:5]1[CH:12]=[CH:11][C:8]([CH:9]=O)=[CH:7][C:6]=1[O:13][CH3:14])(=[O:3])[CH3:2].C1(P(=[CH:34][C:35]([O:37][CH3:38])=[O:36])(C2C=CC=CC=2)C2C=CC=CC=2)C=CC=CC=1.O>O1CCCC1>[C:1]([NH:4][C:5]1[CH:12]=[CH:11][C:8]([CH:9]=[CH:34][C:35]([O:37][CH3:38])=[O:36])=[CH:7][C:6]=1[O:13][CH3:14])(=[O:3])[CH3:2]. The product is C(C)(=O)NC1=C(C=C(C=CC(=O)OC)C=C1)OC (methyl 4-acetamido-3-methoxycinnamate). Reactants: C(C)N(CC1=C(C(=NC=C1)F)CN)CC (N,N-diethyl-N-[(3-aminomethyl-2-fluoropyridin-4-yl)methyl]amine), IC=1C=C2N=CC(=NC2=CC1)C(=O)OCC (Ethyl 6-iodoquinoxaline-2-carboxylate), C(C)N(CCOC=1C(=NC=CC1)F)CCNC(=O)C1=NC2=CC=C(C=C2N=C1)I (N-[2-[N-ethyl-N-[2-(2-fluoropyridin-3-yloxy)ethyl]amino]ethyl]-6-iodoquinoxaline-2-carboxamide). Product: C(C)N(CC)CC1=C(C(=NC=C1)F)CNC(=O)C1=NC2=CC=C(C=C2N=C1)I (N-[[4-(N,N-diethylaminomethyl)-2-fluoropyridin-3-yl]methyl]-6-iodoquinoxaline-2-carboxamide). The yield is 56.8%. RXN SMILES: [CH2:1]([N:3]([CH2:14][CH3:15])[CH2:4][C:5]1[CH:10]=[CH:9][N:8]=[C:7]([F:11])[C:6]=1[CH2:12][NH2:13])[CH3:2].[I:16][C:17]1[CH:18]=[C:19]2[C:24](=[CH:25][CH:26]=1)[N:23]=[C:22]([C:27](OCC)=[O:28])[CH:21]=[N:20]2.C(N(CCNC(C1C=NC2C(=CC=C(I)C=2)N=1)=O)CCOC1C(F)=NC=CC=1)C>>[CH2:14]([N:3]([CH2:4][C:5]1[CH:10]=[CH:9][N:8]=[C:7]([F:11])[C:6]=1[CH2:12][NH:13][C:27]([C:22]1[CH:21]=[N:20][C:19]2[C:24](=[CH:25][CH:26]=[C:17]([I:16])[CH:18]=2)[N:23]=1)=[O:28])[CH2:1][CH3:2])[CH3:15]. Reported procedure: This compound was prepared, starting from compounds 90 (0.70 g, 3.31 mmol) and 9 (1.09 g, 3.31 mmol), according to the procedure developed for compound 10. Reaction time under reflux: 12 h; the purification was performed using column chromatography (Al2O3, CH2Cl2/EtOH, 99/1, v/v) to give compound 91 (926 mg, 1.88 mmol) as a beige solid. Yield 57%; Rf (Al2O3, CH2Cl2/EtOH, 99/1, v/v) 0.38; mp 147-149° C.; IR (KBr) ν 1160, 1413, 1477, 1508, 1679, 2967 cm−1; 1H NMR (400 MHz, CDCl3) δ 1.13 (t, 6H, J=... The reactants are BrC1=CC=C(C=C1)C(C)Cl (1-Bromo-4-(1-chloroethyl)benzene), CS(=O)(=O)N1CCNCC1 (1-methanesulfonylpiperazine), C(C)(C)N(CC)C(C)C (diisopropylethylamine). Solvent: C(C)#N (acetonitrile). Reaction conditions: temperature 65 celsius. Yields the product BrC1=CC=C(C=C1)C(C)N1CCN(CC1)S(=O)(=O)C (1-(1-(4-Bromophenyl)ethyl)-4-(methylsulfonyl)piperazine). As a reaction SMILES: [Br:1][C:2]1[CH:7]=[CH:6][C:5]([CH:8](Cl)[CH3:9])=[CH:4][CH:3]=1.[CH3:11][S:12]([N:15]1[CH2:20][CH2:19][NH:18][CH2:17][CH2:16]1)(=[O:14])=[O:13].C(N(C(C)C)CC)(C)C>C(#N)C>[Br:1][C:2]1[CH:7]=[CH:6][C:5]([CH:8]([N:18]2[CH2:19][CH2:20][N:15]([S:12]([CH3:11])(=[O:14])=[O:13])[CH2:16][CH2:17]2)[CH3:9])=[CH:4][CH:3]=1. Reported procedure: 1-Bromo-4-(1-chloroethyl)benzene (3.46 g, 15.8 mmol), 1-methanesulfonylpiperazine (5.19 g, 31.6 mmol) and diisopropylethylamine (11.8 mL, 79 mmol) were stirred in acetonitrile (125 mL) and heated to 65° C. for 3 d. The reaction mixture was concentrated in vacuo, dissolved in EtOAc and washed with sat. NaHCO3 (aq.). The organic phase was dried (MgSO4), filtered and concentrated in vacuo. The residue was purified by column chromatography using silica gel and eluting with 100% isohexanes to 100% Et... Yields the product c1cc(OCCN2CCCCC2)c2[nH]c3c(c2c1)CNCC3. RXN SMILES: [CH3:31][OH:32].[ClH:30].[N:1]1([CH2:7][CH2:8][O:9][c:10]2[cH:11][cH:12][cH:13][c:14]3[c:15]4[c:16]([nH:17][c:18]23)[CH2:19][CH2:20][N:21]([C:23]([O:24][C:25]([CH3:26])([CH3:27])[CH3:28])=[O:29])[CH2:22]4)[CH2:2][CH2:3][CH2:4][CH2:5][CH2:6]1>>[N:1]1([CH2:7][CH2:8][O:9][c:10]2[cH:11][cH:12][cH:13][c:14]3[c:15]4[c:16]([nH:17][c:18]23)[CH2:19][CH2:20][NH:21][CH2:22]4)[CH2:2][CH2:3][CH2:4][CH2:5][CH2:6]1. Reactants: CO, Cl, CC(C)(C)OC(=O)N1CCc2[nH]c3c(OCCN4CCCCC4)cccc3c2C1. The reactants are C=O, C1CNC2CCCNC2C1. The product is CN1CCCC2NCCCC21. RXN SMILES: [CH2:11]=[O:12].[CH:1]12[NH:2][CH2:3][CH2:4][CH2:5][CH:6]1[NH:7][CH2:8][CH2:9][CH2:10]2>>[CH:1]12[N:2]([CH3:11])[CH2:3][CH2:4][CH2:5][CH:6]1[NH:7][CH2:8][CH2:9][CH2:10]2. Starting materials: COC=1C(C=C(OC1)COC)=O (5-Methoxy-2-(methoxymethyl)-4-pyranone), COC=1C=CC(=CC1)P2(=S)SP(=S)(S2)C=3C=CC(=CC3)OC (Lawessons reagent). The solvent is C1(=CC=CC=C1)C (toluene). Yields the product COC=1C(C=C(SC1)COC)=O (5-Methoxy-2-(methoxymethyl)-4-thiopyranone). Yield: 190.1%. RXN SMILES: [CH3:1][O:2][C:3]1[C:4](=[O:12])[CH:5]=[C:6]([CH2:9][O:10][CH3:11])O[CH:8]=1.COC1C=CC(P2(SP(C3C=CC(OC)=CC=3)(=S)S2)=[S:22])=CC=1>C1(C)C=CC=CC=1>[CH3:1][O:2][C:3]1[C:4](=[O:12])[CH:5]=[C:6]([CH2:9][O:10][CH3:11])[S:22][CH:8]=1. Reported procedure: 5-Methoxy-2-(methoxymethyl)-4-pyranone (3.24 g, 19 mmol) (K. Heyns and G. vogelsang, Chem. Ber. 1954, 87, 1377) in toluene (60 ml) was heated at 80° C. with Lawessons reagent (4.23 g, 10 mmol) for 2h. After cooling the reaction mixture was chromatographed on silica gel 60 eluting with toluene/ethyl acetate mixtures to give the title compound (3.54 g, 100%); νmax (CH2Cl2) 3050, 2950, 2830, 1625, and 1560 cm-1 ; δH (CDCl3) 3.4 (3H, s), 3.8 (3H, s), 4.2 (2H, s), 7.3 (1H, s), 7.4 (1H, s); M+ 186. Reactants: C(C)OC(=O)C=1C=C2C(=NC1)C(=CS2)C (3-methyl-thieno[3,2-b]pyridine-6-carboxylic acid ethyl ester), BrN1C(CCC1=O)=O (N-bromosuccinimide). The reagents and catalysts are CC(C)(C#N)N=NC(C)(C)C#N (AIBN). Solvent: C(Cl)(Cl)(Cl)Cl (carbon tetrachloride). Reaction conditions: temperature 80 celsius. The product is C(C)OC(=O)C=1C=C2C(=NC1)C(=CS2)C=O (3-formyl-thieno[3,2-b]pyridine-6-carboxylic acid ethyl ester). The yield is 62.7%. As a reaction SMILES: [CH2:1]([O:3][C:4]([C:6]1[CH:7]=[C:8]2[S:14][CH:13]=[C:12]([CH3:15])[C:9]2=[N:10][CH:11]=1)=[O:5])[CH3:2].BrN1C(=[O:22])CCC1=O>C(Cl)(Cl)(Cl)Cl.CC(N=NC(C#N)(C)C)(C#N)C>[CH2:1]([O:3][C:4]([C:6]1[CH:7]=[C:8]2[S:14][CH:13]=[C:12]([CH:15]=[O:22])[C:9]2=[N:10][CH:11]=1)=[O:5])[CH3:2]. Procedure: To a solution of 3-methyl-thieno[3,2-b]pyridine-6-carboxylic acid ethyl ester (1.2 g) in carbon tetrachloride (50 mL) was added N-bromosuccinimide (2.4 g) followed by AIBN (50 mg) and the resulting mixture was heated at reflux for 4 hours. The reaction mixture was cooled; the solids were removed by filtrations and copiously washed with carbon tetrachloride. The filtrate was evaporated under reduced pressure, the residue was dissolved in dimethyl sulfoxide (20 mL) and the resulting mixture was he... The reactants are C(C=C)C1(C[C@@H](CC1)C(=O)OCC1=CC=CC=C1)O ((1R)-benzyl 3-allyl-3-hydroxycyclopentanecarboxylate), C(C)(=O)OCC (ethyl acetate), C(C)(C)O (Isopropyl alcohol), I(=O)(=O)(=O)[O-].[Na+] (sodium periodate). The reagents and catalysts are O.[Ru](=O)=O (ruthenium(IV) oxide hydrate). Conditions: time 4 hour. Yields the product C(C1=CC=CC=C1)OC(=O)C1CC(CC1)(O)CC(=O)O (2-(3-(benzyloxycarbonyl)-1-hydroxycyclopentyl)acetic acid). Isolated yield 81.0%. As a reaction SMILES: C(C1(O)C[CH2:7][C@@H:6]([C:9]([O:11][CH2:12][C:13]2[CH:18]=[CH:17][CH:16]=[CH:15][CH:14]=2)=[O:10])C1)C=C.I([O-])(=O)(=O)=O.[Na+].[CH:26]([OH:29])([CH3:28])[CH3:27].[C:30]([O:33]CC)(=[O:32])[CH3:31]>O.[Ru](=O)=O>[CH2:12]([O:11][C:9]([CH:6]1[CH2:7][CH2:28][C:26]([CH2:31][C:30]([OH:33])=[O:32])([OH:29])[CH2:27]1)=[O:10])[C:13]1[CH:14]=[CH:15][CH:16]=[CH:17][CH:18]=1 |f:1.2,5.6|. Procedure details: To a solution of benzyl 3-allyl-3-hydroxycyclopentanecarboxylate (from step A, 150 mg, 0.576 mmol) in ethyl acetate (5 mL) was added ruthenium(IV) oxide hydrate (104 mg, 0.691 mmol) followed by 10% wt. aqueous sodium periodate solution (˜3 mL). The resulting mixture was stirred at room temperature for 4 hours. Isopropyl alcohol (3 mL) was added to quench the reaction. The reaction mixture was filtered, and the filtrate was concentrated under reduced pressure to yield 2-(3-(benzyloxycarbonyl)-1-h... Reactants: BrC1=C(C(=CC(=C1)Br)Br)NCC(=O)OCC (Ethyl N-(2,4,6-tribromophenyl)glycinate), C(C)O (ethanol), N (ammonia). Solvent: ice water. Run at time 3 day. The product is BrC1=C(C(=CC(=C1)Br)Br)NC(CN)=O (N-(2,4,6-tribromophenyl) glycinamide). As a reaction SMILES: [Br:1][C:2]1[CH:7]=[C:6]([Br:8])[CH:5]=[C:4]([Br:9])[C:3]=1[NH:10]CC(OCC)=O.[NH3:17].[CH2:18]([OH:20])[CH3:19]>>[Br:1][C:2]1[CH:7]=[C:6]([Br:8])[CH:5]=[C:4]([Br:9])[C:3]=1[NH:10][C:18](=[O:20])[CH2:19][NH2:17]. Procedure details: IV (7.5 g, 0.018 mole) and absolute ethanol (300 ml) were placed in a flask and warmed slightly to dissolve all of the crystals. Then the solution was saturated with anhydrous ammonia while the flask was cooled in ice water. White needles separated after the clear solution stood at room temperature for 3 days. The mixture was cooled in ice water, and the crystals were filtered and washed with a small amount of cold ethanol. A second crop of crystals, 1.1 g, was obtained by evaporating the filtra...